Dataset: the Open Reaction Database (ORD), a public repository of structured organic reaction records. Task: describe an organic reaction: reactants, conditions, products, and yield Starting materials: COC(CC1=CC2=CC=C(C=C2C(=C1C)C1=CC=C(C=C1)NS(=O)(=O)C1=C(C=CC=C1)C(F)(F)F)Cl)=O ({6-chloro-3-methyl-4-[4-(2-trifluoromethyl-benzenesulfonylamino)-phenyl]-naphthalen-2-yl}-acetic acid methyl ester), [OH-].[Na+] (sodium hydroxide). The solvent is C(C)O (ethanol). Conditions: time 8 hour. Yields the product ClC=1C=C2C(=C(C(=CC2=CC1)CC(=O)O)C)C1=CC=C(C=C1)NS(=O)(=O)C1=C(C=CC=C1)C(F)(F)F ({6-chloro-3-methyl-4-[4-(2-trifluoromethyl-benzenesulfonylamino)-phenyl]-naphthalen-2-yl}-acetic acid). As a reaction SMILES: C[O:2][C:3](=[O:37])[CH2:4][C:5]1[C:14]([CH3:15])=[C:13]([C:16]2[CH:21]=[CH:20][C:19]([NH:22][S:23]([C:26]3[CH:31]=[CH:30][CH:29]=[CH:28][C:27]=3[C:32]([F:35])([F:34])[F:33])(=[O:25])=[O:24])=[CH:18][CH:17]=2)[C:12]2[C:7](=[CH:8][CH:9]=[C:10]([Cl:36])[CH:11]=2)[CH:6]=1.[OH-].[Na+]>C(O)C>[Cl:36][C:10]1[CH:11]=[C:12]2[C:7](=[CH:8][CH:9]=1)[CH:6]=[C:5]([CH2:4][C:3]([OH:37])=[O:2])[C:14]([CH3:15])=[C:13]2[C:16]1[CH:17]=[CH:18][C:19]([NH:22][S:23]([C:26]2[CH:31]=[CH:30][CH:29]=[CH:28][C:27]=2[C:32]([F:34])([F:33])[F:35])(=[O:24])=[O:25])=[CH:20][CH:21]=1 |f:1.2|. Procedure: To a solution of {6-chloro-3-methyl-4-[4-(2-trifluoromethyl-benzenesulfonylamino)-phenyl]-naphthalen-2-yl}-acetic acid methyl ester (125 mg, 0.23 mmol) in ethanol (10 mL) was added a solution of sodium hydroxide solution (684 uL, 1.0 N) at room temperature. The resulting clear solution was stirred overnight. Then, the solvents were removed under vacuum and the residue was diluted with water (10 mL), acidified with 1.0 N hydrochloric acid and extracted with ethyl acetate (2×20 mL). The combined o...